From a dataset of the Open Reaction Database (ORD), a public repository of structured organic reaction records. describe an organic reaction: reactants, conditions, products, and yield As a reaction SMILES: [CH:1]([Mg]Cl)=[CH2:2].[CH:5]([C:7]1[CH:11]=[C:10]([CH2:12][C:13]2[CH:18]=[CH:17][C:16]([F:19])=[CH:15][CH:14]=2)[O:9][CH:8]=1)=[O:6].[Cl-].[NH4+].C(O)(=O)C>O1CCCC1>[OH:6][CH:5]([C:7]1[CH:11]=[C:10]([CH2:12][C:13]2[CH:18]=[CH:17][C:16]([F:19])=[CH:15][CH:14]=2)[O:9][CH:8]=1)[CH:1]=[CH2:2] |f:2.3|. Reported procedure: 46.5 ml of a 1.5M solution of vinylmagnesium chloride in tetrahydrofuran are initially taken in 60 ml of absolute tetrahydrofuran at 0° C. 11.9 g of 3-formyl-5-(p-fluorobenzyl)-furan in 60 ml of absolute tetrahydrofuran are added dropwise at 0°-10° C. to the stirred mixture in the absence of moisture, and stirring is continued for 15 hours at room temperature. 100 ml of a saturated ammonium chloride solution and 20 ml of glacial acetic acid are added carefully to the reaction mixture, the precip... Conditions: time 15 hour. The reactants are solution, C(=O)C1=COC(=C1)CC1=CC=C(C=C1)F (3-formyl-5-(p-fluorobenzyl)-furan), C(=C)[Mg]Cl (vinylmagnesium chloride), [Cl-].[NH4+] (ammonium chloride), C(C)(=O)O (acetic acid). Product: OC(C=C)C1=COC(=C1)CC1=CC=C(C=C1)F (3-(1-hydroxy-2-propenyl)-5-(p-fluorobenzyl)-furan). The solvent is O1CCCC1 (tetrahydrofuran), O1CCCC1 (tetrahydrofuran), O1CCCC1 (tetrahydrofuran). As a reaction SMILES: [OH:1][C@@H:2]([CH2:6][CH:7]1[CH2:10][CH2:9][CH2:8]1)[C:3]([OH:5])=[O:4].[CH3:11][O:12][C:13]1[CH:20]=[CH:19][C:16]([CH2:17]Cl)=[CH:15][CH:14]=1>>[OH:1][C@@H:2]([CH2:6][CH:7]1[CH2:10][CH2:9][CH2:8]1)[C:3]([O:5][CH2:17][C:16]1[CH:19]=[CH:20][C:13]([O:12][CH3:11])=[CH:14][CH:15]=1)=[O:4]. Procedure: A mixture of 432 mg (3.0 mmol) of 2-(S)-hydroxy-3-cyclobutyl propanoic acid (from EXAMPLE 19, Step D), 0.61 mL of 4-(methoxy)benzyl chloride and 0.63 mL of TEA was stirred at rt for 20 h. The reaction mixture was partitioned between 100 mL of ether and 50 mL of H2O and the layers were separated. The organic layer was washed with 50 mL of sat'd NaHCO3, 50 mL of 2.0 N HCl, 2×50 mL of H2O and 50 mL of sat'd NaCl, dried over MgSO4 and concentrated. Flash chromatography on 30 g of silica gel using 4:... The yield is 75.0%. Yields the product hexanes ether, O[C@H](C(=O)OCC1=CC=C(C=C1)OC)CC1CCC1 (4-(Methoxy)benzyl 2-(S)-hydroxy-3-(cyclobutyl)propanoate). Reactants: O[C@H](C(=O)O)CC1CCC1 (2-(S)Hydroxy-3-cyclobutyl propanoic acid), COC1=CC=C(CCl)C=C1 (4-(methoxy)benzyl chloride), TEA. Conditions: time 20 hour. Starting materials: CN(C(C(C)C1(CCNCC1)O)=O)C (2-(4-hydroxy-4-piperidyl)propionic acid N,N-dimethylamide), C(CC1=CC=CC=C1)Br (phenethyl bromide). Solvent: C(C)O (ethanol). Product: OC1(CCN(CC1)CCC1=CC=CC=C1)C(C(=O)N(C)C)C (2-(4-hydroxy-1-phenethyl-4-piperidyl)-N,N-dimethyl propionamide). Reaction SMILES: [CH3:1][N:2]([CH3:14])[C:3](=[O:13])[CH:4]([C:6]1([OH:12])[CH2:11][CH2:10][NH:9][CH2:8][CH2:7]1)[CH3:5].[CH2:15](Br)[CH2:16][C:17]1[CH:22]=[CH:21][CH:20]=[CH:19][CH:18]=1>C(O)C>[OH:12][C:6]1([CH:4]([CH3:5])[C:3]([N:2]([CH3:1])[CH3:14])=[O:13])[CH2:7][CH2:8][N:9]([CH2:15][CH2:16][C:17]2[CH:22]=[CH:21][CH:20]=[CH:19][CH:18]=2)[CH2:10][CH2:11]1. Reported procedure: 2-(4-hydroxy-4-piperidyl)propionic acid N,N-dimethylamide and phenethyl bromide are reacted in a manner analogous to that described in Example 3. The resulting crude title compound is dissolved in ethanol, the calculated amount of fumaric acid is added and subsequently ether is added until the solution becomes turbid. The resulting hydrogen fumarate form of the title compound has a M.P. of 188°-189° after recrystallization from ethanol/ether. Starting materials: FC1=CC=C(C=C1)C1C(C(C2=CC=CC=C12)C1=CC2=C(C=C1)OCO2)C(=O)[O-] (1-(4-fluorophenyl)-3-(3,4-methylenedioxyphenyl)indane-2-carboxylate), [OH-].[K+] (KOH). Solvent: CCO (EtOH). Reaction conditions: time 8 hour. Yields the product FC1=CC=C(C=C1)C1C(C(C2=CC=CC=C12)C1=CC2=C(C=C1)OCO2)C(=O)O (1-(4-Fluorophenyl)-3-(3,4-methylenedioxyphenyl)indane-2-carboxylic acid), solid. Isolated yield 39.0%. Reaction SMILES: [F:1][C:2]1[CH:7]=[CH:6][C:5]([CH:8]2[C:16]3[C:11](=[CH:12][CH:13]=[CH:14][CH:15]=3)[CH:10]([C:17]3[CH:22]=[CH:21][C:20]4[O:23][CH2:24][O:25][C:19]=4[CH:18]=3)[CH:9]2[C:26]([O-:28])=[O:27])=[CH:4][CH:3]=1.[OH-].[K+]>CCO>[F:1][C:2]1[CH:7]=[CH:6][C:5]([CH:8]2[C:16]3[C:11](=[CH:12][CH:13]=[CH:14][CH:15]=3)[CH:10]([C:17]3[CH:22]=[CH:21][C:20]4[O:23][CH2:24][O:25][C:19]=4[CH:18]=3)[CH:9]2[C:26]([OH:28])=[O:27])=[CH:4][CH:3]=1 |f:1.2|. Reported procedure: To a solution of ethyl (1RS, 2RS, 3SR)-1-(4-fluorophenyl)-3-(3,4-methylenedioxyphenyl)indane-2-carboxylate (60 mg, 0.15 mmol) in EtOH (0.5 ml) was added 6M KOH (0.14 ml, 0.84 mmol). The resulting mixture was allowed to stir at room temperature overnight, then was concentrated under reduced pressure. The residue was partitioned between H2O and Et2O. The aqueous phase was acidified with 3M HCl and extracted several times with EtOAc. The combined EtOAc extracts were washed successively with H2O and... The reactants are Cc1cc([N+](=O)[O-])ccc1N=C=S, [Cl-], [Cl-], [NH3+]C(CCl)c1ccccc1, [NH3+]C(CCl)Cc1ccccc1, NC(CO)c1ccccc1. Yields the product Cc1cc([N+](=O)[O-])ccc1N=C1NC(c2ccccc2)CS1. As a reaction SMILES: [CH3:22][c:23]1[c:24]([N:32]=[C:33]=[S:34])[cH:25][cH:26][c:27]([N+:29](=[O:30])[O-:31])[cH:28]1.[Cl-:11].[Cl-:35].[Cl:12][CH2:13][CH:14]([NH3+:15])[c:16]1[cH:17][cH:18][cH:19][cH:20][cH:21]1.[Cl:36][CH2:37][CH:38]([NH3+:39])[CH2:40][c:41]1[cH:42][cH:43][cH:44][cH:45][cH:46]1.[c:1]1([CH:7]([CH2:8][OH:9])[NH2:10])[cH:2][cH:3][cH:4][cH:5][cH:6]1>>[c:1]1([CH:7]2[CH2:8][S:34][C:33](=[N:32][c:24]3[c:23]([CH3:22])[cH:28][c:27]([N+:29](=[O:30])[O-:31])[cH:26][cH:25]3)[NH:10]2)[cH:2][cH:3][cH:4][cH:5][cH:6]1.